This data is from the Open Reaction Database (ORD), a public repository of structured organic reaction records. The task is: describe an organic reaction: reactants, conditions, products, and yield Starting materials: Intermediate 17, OC1=CC=C2C=CC(=CC2=C1)S(=O)(=O)N (7-hydroxynaphthalene-2-sulfonamide), BrCCO[Si](C)(C)C(C)(C)C ((2-bromoethoxy)(tert-butyl)dimethylsilane). Yields the product [Si](C)(C)(C(C)(C)C)OCCOC1=CC=C2C=CC(=CC2=C1)S(=O)(=O)N (7-(2-(tert-Butyldimethylsilyloxy)ethoxy)naphthalene-2-sulfonamide). Yield: 48.0%. Reaction SMILES: [OH:1][C:2]1[CH:11]=[C:10]2[C:5]([CH:6]=[CH:7][C:8]([S:12]([NH2:15])(=[O:14])=[O:13])=[CH:9]2)=[CH:4][CH:3]=1.Br[CH2:17][CH2:18][O:19][Si:20]([C:23]([CH3:26])([CH3:25])[CH3:24])([CH3:22])[CH3:21]>>[Si:20]([O:19][CH2:18][CH2:17][O:1][C:2]1[CH:11]=[C:10]2[C:5]([CH:6]=[CH:7][C:8]([S:12]([NH2:15])(=[O:13])=[O:14])=[CH:9]2)=[CH:4][CH:3]=1)([C:23]([CH3:26])([CH3:25])[CH3:24])([CH3:22])[CH3:21]. Procedure: Following a procedure analogous to that for the synthesis of Intermediate 17, 7-hydroxynaphthalene-2-sulfonamide (40 mg, 0.18 mmol) and (2-bromoethoxy)(tert-butyl)dimethylsilane (43 mg, 0.18 mmol) were converted to the title compound (33 mg, 48%) after purification using flash column chromatography (gradient from 0% to 2% MeOH/CH2Cl2). 1H NMR (CDCl3) δ 8.31 (s, 1H), 7.84-7.82 (m, 1H), 7.77-7.73 (m, 2H), 7.26 (dd, J=8.9, 2.5 Hz, 1H), 7.19 (d, J=2.2 Hz, 1H), 4.13 (t, J=4.9 Hz, 2H), 4.02 (t, J=4.9 ...